This data is from the Open Reaction Database (ORD), a public repository of structured organic reaction records. The task is: describe an organic reaction: reactants, conditions, products, and yield Starting materials: BrCCCCl (1-bromo-3-chloropropane), C(C)(C)(C)C1=NC(=CC(=N1)N1CCNCC1)C1CC1 (2-tert-butyl-4-piperazin-1-yl-6-cyclopropyl-pyrimidine), BrCCCCl (1-bromo-3-chloropropane), [OH-].[Na+] (sodium hydroxide), O (water). The reagents and catalysts are [Br-].C(CCC)[N+](CCCC)(CCCC)CCCC (tetrabutylammonium bromide). Run in C1(=CC=CC=C1)C (toluene). Product: C(C)(C)(C)C1=NC(=CC(=N1)N1CCN(CC1)CCCCl)C1CC1 (2-tert-Butyl-4-[4-(3-chloro-propyl)-piperazin-1-yl]-6-cyclopropyl-pyrimidine). Yield: 62.0%. RXN SMILES: [C:1]([C:5]1[N:10]=[C:9]([N:11]2[CH2:16][CH2:15][NH:14][CH2:13][CH2:12]2)[CH:8]=[C:7]([CH:17]2[CH2:19][CH2:18]2)[N:6]=1)([CH3:4])([CH3:3])[CH3:2].Br[CH2:21][CH2:22][CH2:23][Cl:24].[OH-].[Na+].O>C1(C)C=CC=CC=1.[Br-].C([N+](CCCC)(CCCC)CCCC)CCC>[C:1]([C:5]1[N:10]=[C:9]([N:11]2[CH2:12][CH2:13][N:14]([CH2:21][CH2:22][CH2:23][Cl:24])[CH2:15][CH2:16]2)[CH:8]=[C:7]([CH:17]2[CH2:19][CH2:18]2)[N:6]=1)([CH3:4])([CH3:2])[CH3:3] |f:2.3,6.7|. Procedure details: 19.2 g of 2-tert-butyl-4-piperazin-1-yl-6-cyclopropyl-pyrimidine (73.7 mmol) were dissolved in 50 ml of toluene. 14.6 ml of 1-bromo-3-chloropropane (147.4 mmol) and 3.4 g of sodium hydroxide (84.7 mmol) were added, followed by dropwise addition of 0.95 g of tetrabutylammonium bromide (2.95 mmol, dissolved in water). After stirring for 5 h at 60° C. additional 1-bromo-3-chloropropane was added to drive the reaction to completion. The reaction mixture was cooled, water was added and the product ex... Starting materials: CN1CCOCC1, CN(C)C1(c2ccccc2)CCC(=CC(=O)O)CC1, CN(C)C=O, C(=NC1CCCCC1)=NC1CCCCC1, NC(=O)N(C1CCCCC1)C1CCCCC1, c1ccc2c(C3CCNC3)c[nH]c2c1, [Na+], [OH-], O, On1nnc2ccccc21. Product: CN(C)C1(c2ccccc2)CCC(=CC(=O)N2CCC(c3c[nH]c4ccccc34)C2)CC1. RXN SMILES: [CH3:25][N:26]1[CH2:27][CH2:28][O:29][CH2:30][CH2:31]1.[CH3:32][N:33]([C:34]1([c:44]2[cH:45][cH:46][cH:47][cH:48][cH:49]2)[CH2:35][CH2:36][C:37](=[CH:40][C:41](=[O:42])[OH:43])[CH2:38][CH2:39]1)[CH3:50].[CH3:84][N:85]([CH3:86])[CH:87]=[O:88].[CH:51]1([N:52]=[C:53]=[N:54][CH:55]2[CH2:56][CH2:57][CH2:58][CH2:59][CH2:60]2)[CH2:61][CH2:62][CH2:63][CH2:64][CH2:65]1.[CH:66]1([N:67]([CH:68]2[CH2:69][CH2:70][CH2:71][CH2:72][CH2:73]2)[C:74]([NH2:75])=[O:76])[CH2:77][CH2:78][CH2:79][CH2:80][CH2:81]1.[NH:11]1[CH2:12][CH:13]([c:16]2[cH:17][nH:18][c:19]3[cH:20][cH:21][cH:22][cH:23][c:24]23)[CH2:14][CH2:15]1.[Na+:83].[OH-:82].[OH2:89].[OH:1][n:2]1[c:3]2[cH:4][cH:5][cH:6][cH:7][c:8]2[n:9][n:10]1>>[N:11]1([C:41]([CH:40]=[C:37]2[CH2:36][CH2:35][C:34]([N:33]([CH3:32])[CH3:50])([c:44]3[cH:45][cH:46][cH:47][cH:48][cH:49]3)[CH2:39][CH2:38]2)=[O:42])[CH2:12][CH:13]([c:16]2[cH:17][nH:18][c:19]3[cH:20][cH:21][cH:22][cH:23][c:24]23)[CH2:14][CH2:15]1. As a reaction SMILES: [BH4-].[Li+].[CH3:3][C:4]1[C:8]([C:9]2[C:18]3[O:17][CH:16]([C:19](OCC)=[O:20])[CH:15]([C:24]4[CH:29]=[CH:28][CH:27]=[CH:26][N:25]=4)[N:14]4[C:30](=[O:32])[NH:31][C:12]([C:13]=34)=[CH:11][CH:10]=2)=[C:7]([CH3:33])[O:6][N:5]=1>O1CCCC1>[CH3:3][C:4]1[C:8]([C:9]2[C:18]3[O:17][CH:16]([CH2:19][OH:20])[CH:15]([C:24]4[CH:29]=[CH:28][CH:27]=[CH:26][N:25]=4)[N:14]4[C:30](=[O:32])[NH:31][C:12]([C:13]=34)=[CH:11][CH:10]=2)=[C:7]([CH3:33])[O:6][N:5]=1 |f:0.1|. Run in O1CCCC1 (tetrahydrofuran). Product: CC1=NOC(=C1C1=CC=C2C=3N(C(C(OC31)CO)C3=NC=CC=C3)C(N2)=O)C (7-(3,5-Dimethylisoxazol-4-yl)-5-(hydroxymethyl)-4-pyridin-2-yl-4,5-dihydroimidazo[1,5,4-de][1,4]benzoxazin-2(1H)-one). Reactants: [BH4-].[Li+] (Lithium tetrahydroborate), CC1=NOC(=C1C1=CC=C2C=3N(C(C(OC31)C(=O)OCC)C3=NC=CC=C3)C(N2)=O)C (ethyl 7-(3,5-dimethylisoxazol-4-yl)-2-oxo-4-pyridin-2-yl-1,2,4,5-tetrahydroimidazo[1,5,4-de][1,4]benzoxazine-5-carboxylate). Reported procedure: Lithium tetrahydroborate (1.6 mg, 0.071 mmol) was added to ethyl 7-(3,5-dimethylisoxazol-4-yl)-2-oxo-4-pyridin-2-yl-1,2,4,5-tetrahydroimidazo[1,5,4-de][1,4]benzoxazine-5-carboxylate (20 mg, 0.05 mmol), from Example 20, in tetrahydrofuran (3 mL). The reaction was stirred at 70° C. for 3 h, then partitioned between water and ethyl acetate. The organic layer was concentrated and the crude product was purified by FCC on silica gel eluting a hexane:ethyl acetate gradient to obtain the product as a mi... Run at temperature 70 celsius, time 3 hour. The reactants are C(CCCCC)(O)O (hexanediol), C(F)(F)(C(F)(F)C(F)(F)C(F)(F)C(F)(F)C(F)(F)C(F)(F)C(F)(F)F)OC(F)(F)C(F)(F)C(F)(F)C(F)(F)C(F)(F)C(=O)O (C8F17—O—(CF2)5COOH), C(CCCCCCC)Br (n-octyl bromide), C(CCCCCCC)OCCCCCCOC(=O)C (C8H17—O—(CH2)6—O—COCH3). Run at temperature 185 celsius. Product: C(F)(F)(C(F)(F)C(F)(F)C(F)(F)C(F)(F)C(F)(F)C(F)(F)C(F)(F)F)OC(F)(F)C(F)(F)C(F)(F)C(F)(F)C(F)F (C8F17—O—(CF2)5H). RXN SMILES: C(O)(O)CCCCC.C(Br)CCCCCCC.C(OCCCCCCOC(C)=O)CCCCCCC.[C:37]([O:62][C:63]([C:66]([C:69]([C:72]([C:75](C(O)=O)([F:77])[F:76])([F:74])[F:73])([F:71])[F:70])([F:68])[F:67])([F:65])[F:64])([C:40]([C:43]([C:46]([C:49]([C:52]([C:55]([C:58]([F:61])([F:60])[F:59])([F:57])[F:56])([F:54])[F:53])([F:51])[F:50])([F:48])[F:47])([F:45])[F:44])([F:42])[F:41])([F:39])[F:38]>>[C:37]([O:62][C:63]([C:66]([C:69]([C:72]([CH:75]([F:76])[F:77])([F:73])[F:74])([F:70])[F:71])([F:67])[F:68])([F:65])[F:64])([C:40]([C:43]([C:46]([C:49]([C:52]([C:55]([C:58]([F:61])([F:60])[F:59])([F:57])[F:56])([F:54])[F:53])([F:51])[F:50])([F:48])[F:47])([F:45])[F:44])([F:42])[F:41])([F:39])[F:38]. Procedure: In a fashion similar to Example 8, hexanediol was alkylated with n-octyl bromide, the product was acetylated, and the resulting C8H17—O—(CH2)6—O—COCH3 was directly fluorinated and hydrolyzed as in Example 8 to C8F17—O—(CF2)5COOH, which was recrystallized from perfluorohexane. The recrystallized acid (37.5 g) was mixed with 4.0 g NaOH and 100 mL ethylene glycol and heated to 185° C. The product was washed with water, and the residual 27.9 g was distilled to give pure C8F17—O—(CF2)5H, micro b.p. 1... Reactants: CCCCc1ncc(C=C2NC(=O)N(CCCC)C2=O)n1Cc1ccc(C(=O)OC)cc1, Cc1noc(C)c1CCl, Cl, [K+], [K+], O=C([O-])[O-], CN(C)C=O. The product is CCCCc1ncc(C=C2C(=O)N(CCCC)C(=O)N2Cc2c(C)noc2C)n1Cc1ccc(C(=O)OC)cc1, Cl. RXN SMILES: [CH2:1]([CH2:2][CH2:3][CH3:4])[c:5]1[n:6]([CH2:22][c:23]2[cH:24][cH:25][c:26]([C:27](=[O:28])[O:29][CH3:30])[cH:31][cH:32]2)[c:7]([CH:10]=[C:11]2[NH:12][C:13](=[O:21])[N:14]([CH2:17][CH2:18][CH2:19][CH3:20])[C:15]2=[O:16])[cH:8][n:9]1.[Cl:39][CH2:40][c:41]1[c:42]([CH3:47])[n:43][o:44][c:45]1[CH3:46].[ClH:48].[K+:33].[K+:34].[O-:35][C:36]([O-:37])=[O:38].[O:49]=[CH:50][N:51]([CH3:52])[CH3:53]>>[CH2:1]([CH2:2][CH2:3][CH3:4])[c:5]1[n:6]([CH2:22][c:23]2[cH:24][cH:25][c:26]([C:27](=[O:28])[O:29][CH3:30])[cH:31][cH:32]2)[c:7]([CH:10]=[C:11]2[N:12]([CH2:40][c:41]3[c:42]([CH3:47])[n:43][o:44][c:45]3[CH3:46])[C:13](=[O:21])[N:14]([CH2:17][CH2:18][CH2:19][CH3:20])[C:15]2=[O:16])[cH:8][n:9]1.[ClH:39].